From a dataset of the Open Reaction Database (ORD), a public repository of structured organic reaction records. describe an organic reaction: reactants, conditions, products, and yield Reactants: COCCOC, FC(F)(F)c1cnc(Cl)c(Cl)c1, Cn1nc(-c2c(F)cccc2Cl)nc1-c1ccc(CO)c(Cl)c1, [H-], [Na+], O. The product is Cn1nc(-c2c(F)cccc2Cl)nc1-c1ccc(COc2ncc(C(F)(F)F)cc2Cl)c(Cl)c1. Reaction SMILES: [CH3:39][O:40][CH2:41][CH2:42][O:43][CH3:44].[Cl:26][c:27]1[n:28][cH:29][c:30]([C:34]([F:35])([F:36])[F:37])[cH:31][c:32]1[Cl:33].[Cl:3][c:4]1[c:5](-[c:11]2[n:12][n:13]([CH3:25])[c:14](-[c:16]3[cH:17][c:18]([Cl:24])[c:19]([CH2:22][OH:23])[cH:20][cH:21]3)[n:15]2)[c:6]([F:10])[cH:7][cH:8][cH:9]1.[H-:1].[Na+:2].[OH2:38]>>[Cl:3][c:4]1[c:5](-[c:11]2[n:12][n:13]([CH3:25])[c:14](-[c:16]3[cH:17][c:18]([Cl:24])[c:19]([CH2:22][O:23][c:27]4[n:28][cH:29][c:30]([C:34]([F:35])([F:36])[F:37])[cH:31][c:32]4[Cl:33])[cH:20][cH:21]3)[n:15]2)[c:6]([F:10])[cH:7][cH:8][cH:9]1. Starting materials: [Cl-].[NH4+] (ammonium chloride), C(C1=CC=CC=C1)OC=1C=C(C=C(C1)F)Br (3-benzyloxy-1-bromo-5-fluorobenzene), O1CCC(CC1)=O (tetrahydropyran-4-one), C(CCC)[Li] (n-butyl lithium). The solvent is O1CCCC1 (tetrahydrofuran). Reaction conditions: temperature -75 celsius, time 1 hour. Yields the product C(C1=CC=CC=C1)OC=1C=C(C=C(C1)F)C1(CCOCC1)O (4-(3-Benzyloxy-5-fluorophenyl)-4-hydroxytetrahydropyran). The yield is 29.4%. Reaction SMILES: [CH2:1]([O:8][C:9]1[CH:10]=[C:11](Br)[CH:12]=[C:13]([F:15])[CH:14]=1)[C:2]1[CH:7]=[CH:6][CH:5]=[CH:4][CH:3]=1.C([Li])CCC.[O:22]1[CH2:27][CH2:26][C:25](=[O:28])[CH2:24][CH2:23]1.[Cl-].[NH4+]>O1CCCC1>[CH2:1]([O:8][C:9]1[CH:10]=[C:11]([C:25]2([OH:28])[CH2:26][CH2:27][O:22][CH2:23][CH2:24]2)[CH:12]=[C:13]([F:15])[CH:14]=1)[C:2]1[CH:7]=[CH:6][CH:5]=[CH:4][CH:3]=1 |f:3.4|. Reported procedure: A solution of 3-benzyloxy-1-bromo-5-fluorobenzene (29.1 g) in 250 ml of tetrahydrofuran was cooled to about -75° C. and n-butyl lithium (1.6M in hexane, 65 ml) was added dropwise.. The mixture was stirred at about -75° C. for about 1 hour and a solution of tetrahydropyran-4-one (10.4 g) was added dropwise. The mixture was stirred at about -75° C. for about 1 more hour then allowed to warm to about 0° C. A saturated aqueous solution of ammonium chloride was added and the tetrahydrofuran was evapo... Reaction conditions: temperature 200 celsius. The reactants are CNC=1SC=CC1C(CC)=O (2-methylamino-3-propionylthiophene), C(N)(OCC)=O (ethyl carbamate). RXN SMILES: [CH3:1][NH:2][C:3]1[S:4][CH:5]=[CH:6][C:7]=1[C:8](=O)[CH2:9][CH3:10].[C:12](=O)([O:14]CC)[NH2:13]>[Cl-].[Zn+2].[Cl-]>[CH3:1][N:2]1[C:3]2[S:4][CH:5]=[CH:6][C:7]=2[C:8]([CH2:9][CH3:10])=[N:13][C:12]1=[O:14] |f:2.3.4|. The product is CN1C(N=C(C2=C1SC=C2)CC)=O (1-methyl-4-ethyl-1,2-dihydrothieno[ 2,3-d]pyrimidin-2-one). Reported procedure: A mixture of 0.59 g of 2-methylamino-3-propionylthiophene, 1.18 g of ethyl carbamate and 0.07 g of zinc chloride is heated at 200°C for 1 hour. After cooling, the reaction mixture is extracted with chloroform. The extracts are combined, washed with water, dried over sodium sulfate and concentrated to dryness under reduced pressure. The residue is chromatographed on silica gel using chloroform as an eluent to give 1-methyl-4-ethyl-1,2-dihydrothieno[ 2,3-d]pyrimidin-2-one as crystals having a melt... The reagents and catalysts are [Cl-].[Zn+2].[Cl-] (zinc chloride). Run at time 45 minute. Reported procedure: To the resulting 1-(4-ethylpiperazin-1-yl)-3-{4-[2-trityloxy-1-(S)-methylethoxy]phenyl}isoquinoline (1.21 g) were added benzene (10 ml), methanol (50 ml) and 2N hydrochloric acid (10 ml) and dissolved, and the resulting mixture was stirred at room temperature for 45 min. The solvent was evaporated, and the resulting residue was adjusted to pH 10 by a 8N aqueous solution of sodium hydroxide, which was then extracted with ethyl acetate. The extract was washed with brine and dried over magnesium su... Run in CO (methanol). Product: Cl.Cl.C(C)N1CCN(CC1)C1=NC(=CC2=CC=CC=C12)C1=CC=C(C=C1)OC(CO)C (1-(4-ethylpiperazin-1-yl)-3-[4-(2-hydroxy-1-methylethoxy)phenyl]isoquinoline dihydrochloride). RXN SMILES: [CH2:1]([N:3]1[CH2:8][CH2:7][N:6]([C:9]2[C:18]3[C:13](=[CH:14][CH:15]=[CH:16][CH:17]=3)[CH:12]=[C:11]([C:19]3[CH:24]=[CH:23][C:22]([O:25][C@@H:26]([CH3:48])[CH2:27][O:28]C(C4C=CC=CC=4)(C4C=CC=CC=4)C4C=CC=CC=4)=[CH:21][CH:20]=3)[N:10]=2)[CH2:5][CH2:4]1)[CH3:2].C1C=CC=CC=1.[ClH:55]>CO>[ClH:55].[ClH:55].[CH2:1]([N:3]1[CH2:8][CH2:7][N:6]([C:9]2[C:18]3[C:13](=[CH:14][CH:15]=[CH:16][CH:17]=3)[CH:12]=[C:11]([C:19]3[CH:24]=[CH:23][C:22]([O:25][CH:26]([CH3:48])[CH2:27][OH:28])=[CH:21][CH:20]=3)[N:10]=2)[CH2:5][CH2:4]1)[CH3:2] |f:4.5.6|. The reactants are C(C)N1CCN(CC1)C1=NC(=CC2=CC=CC=C12)C1=CC=C(C=C1)O[C@H](COC(C1=CC=CC=C1)(C1=CC=CC=C1)C1=CC=CC=C1)C (1-(4-ethylpiperazin-1-yl)-3-{4-[2-trityloxy-1-(S)-methylethoxy]phenyl}isoquinoline), C1=CC=CC=C1 (benzene), Cl (hydrochloric acid).